From a dataset of the Open Reaction Database (ORD), a public repository of structured organic reaction records. describe an organic reaction: reactants, conditions, products, and yield The reactants are COC1=C(C(C2=CC=CC=C2)(C2=CC=CC=C2)OC[C@@H]2[C@H](C[C@@H](O2)N2C(=O)NC(=O)C(C)=C2)OP(=O)OC[C@@H]2[C@H](C[C@@H](O2)N2C(=O)NC(=O)C(C)=C2)OC(C2=CC=CC=C2)=O)C=CC=C1 (P-deoxy-5'-O-(methoxytrityl)thymidylyl(3'→5')(3'-O-benzoylthymidine)). Solvent: CO.C(C)(C)(C)N (CH3OH t-butylamine). Product: COC1=C(C(C2=CC=CC=C2)(C2=CC=CC=C2)OC[C@@H]2[C@H](C[C@@H](O2)N2C(=O)NC(=O)C(C)=C2)OP(=O)OC[C@@H]2[C@H](C[C@@H](O2)N2C(=O)NC(=O)C(C)=C2)O)C=CC=C1 (P-deoxy-5'-O-(methoxytrityl)thymidylyl(3'→5')thymidine). As a reaction SMILES: [CH3:1][O:2][C:3]1[CH:65]=[CH:64][CH:63]=[CH:62][C:4]=1[C:5]([O:18][CH2:19][C@H:20]1[O:24][C@@H:23]([N:25]2[CH:33]=[C:31]([CH3:32])[C:29](=[O:30])[NH:28][C:26]2=[O:27])[CH2:22][C@@H:21]1[O:34][PH:35]([O:37][CH2:38][C@H:39]1[O:43][C@@H:42]([N:44]2[CH:52]=[C:50]([CH3:51])[C:48](=[O:49])[NH:47][C:45]2=[O:46])[CH2:41][C@@H:40]1[O:53]C(=O)C1C=CC=CC=1)=[O:36])([C:12]1[CH:17]=[CH:16][CH:15]=[CH:14][CH:13]=1)[C:6]1[CH:11]=[CH:10][CH:9]=[CH:8][CH:7]=1>CO.C(N)(C)(C)C>[CH3:1][O:2][C:3]1[CH:65]=[CH:64][CH:63]=[CH:62][C:4]=1[C:5]([O:18][CH2:19][C@H:20]1[O:24][C@@H:23]([N:25]2[CH:33]=[C:31]([CH3:32])[C:29](=[O:30])[NH:28][C:26]2=[O:27])[CH2:22][C@@H:21]1[O:34][PH:35]([O:37][CH2:38][C@H:39]1[O:43][C@@H:42]([N:44]2[CH:52]=[C:50]([CH3:51])[C:48](=[O:49])[NH:47][C:45]2=[O:46])[CH2:41][C@@H:40]1[OH:53])=[O:36])([C:12]1[CH:17]=[CH:16][CH:15]=[CH:14][CH:13]=1)[C:6]1[CH:11]=[CH:10][CH:9]=[CH:8][CH:7]=1 |f:1.2|. Procedure: Dinucleoside monophosphate 3 (20 mg; 20 μmol) was dissolved in 2 mL of 1:1 CH3OH-t-butylamine. The reaction mixture was maintained at 40°-45° C. for 2 days, then concentrated under diminished pressure. The residue was purified by preparative silica gel TLC; development was with 9:1 CH2Cl2 -CH3OH. Dinucleoside monophosphate 4 was isolated as an off-white gummy solid following lyophilization, yield 15 mg (84%); silica gel TLC Rf 0.50 (10:1 CH2Cl2 -CH3OH); 1H-NMR (CDCl3, (CH3)4Si) & 0.8-0.9 (m), 1.... The reactants are CCS(=O)(=O)N1CCN(c2ccc(N3CCN(C(=O)OC(C)(C)C)c4ccccc43)nc2)CC1, Cl, C1COCCO1. Product: CCS(=O)(=O)N1CCN(c2ccc(N3CCNc4ccccc43)nc2)CC1. As a reaction SMILES: [C:1]([O:2][C:3](=[O:4])[N:8]1[CH2:9][CH2:10][N:11]([c:18]2[n:19][cH:20][c:21]([N:24]3[CH2:25][CH2:26][N:27]([S:30](=[O:31])(=[O:32])[CH2:33][CH3:34])[CH2:28][CH2:29]3)[cH:22][cH:23]2)[c:12]2[cH:13][cH:14][cH:15][cH:16][c:17]21)([CH3:5])([CH3:6])[CH3:7].[ClH:35].[O:36]1[CH2:37][CH2:38][O:39][CH2:40][CH2:41]1>>[NH:8]1[CH2:9][CH2:10][N:11]([c:18]2[n:19][cH:20][c:21]([N:24]3[CH2:25][CH2:26][N:27]([S:30](=[O:31])(=[O:32])[CH2:33][CH3:34])[CH2:28][CH2:29]3)[cH:22][cH:23]2)[c:12]2[cH:13][cH:14][cH:15][cH:16][c:17]21. Starting materials: C([O-])([O-])=O.[K+].[K+] (potassium carbonate), COC1=CC=C(C=C1)/C=C(/C(=C/C2=CC=C(C=C2)O)/[N+]#[C-])\[N+]#[C-] (xanthocillin X monomethyl ether), C(CCCCC)Br (n-hexyl bromide). Run in CN(C)C=O (DMF). The product is C(CCCCC)OC1=CC=C(C=C1)C=C(C(=CC1=CC=C(C=C1)OC)[N+]#[C-])[N+]#[C-] (1-(4'-n-hexyloxyphenyl)-4-(4'-methoxyphenyl)-2,3-diisocyano-1,3-butadiene). Isolated yield 94.0%. As a reaction SMILES: [CH3:1][O:2][C:3]1[CH:8]=[CH:7][C:6](/[CH:9]=[C:10](\[N+:22]#[C-:23])/[C:11](/[N+:20]#[C-:21])=[CH:12]/[C:13]2[CH:18]=[CH:17][C:16]([OH:19])=[CH:15][CH:14]=2)=[CH:5][CH:4]=1.C(=O)([O-])[O-].[K+].[K+].[CH2:30](Br)[CH2:31][CH2:32][CH2:33][CH2:34][CH3:35]>CN(C=O)C>[CH2:30]([O:19][C:16]1[CH:17]=[CH:18][C:13]([CH:12]=[C:11]([N+:20]#[C-:21])[C:10]([N+:22]#[C-:23])=[CH:9][C:6]2[CH:5]=[CH:4][C:3]([O:2][CH3:1])=[CH:8][CH:7]=2)=[CH:14][CH:15]=1)[CH2:31][CH2:32][CH2:33][CH2:34][CH3:35] |f:1.2.3|. Reported procedure: 13 mg of xanthocillin X monomethyl ether was dissolved in 2 ml of DMF and 40 mg of potassium carbonate was added thereto. Further, 50 μl of n-hexyl bromide was added thereto and the mixture thus formed was extracted with 30 ml portions of ethyl acetate thrice. The extracts were combined, successively washed with water and a saturated aqueous solution of sodium chloride and dried over sodium sulfate. The sodium sulfate was filtered off and the solvent was distilled from the filtrate. Thus 15 mg o... The reactants are C1=CC=CC=2C3=CC=CC=C3NC12 (Carbazole), C(C1=CC=CC=C1)Br (benzyl bromide). Product: C1(=CC=CC=C1)CN1C2=CC=CC=C2C=2C=CC=CC12 (9-(phenylmethyl)-9H-carbazole). RXN SMILES: [CH:1]1[C:13]2[NH:12][C:11]3[C:6](=[CH:7][CH:8]=[CH:9][CH:10]=3)[C:5]=2[CH:4]=[CH:3][CH:2]=1.[CH2:14](Br)[C:15]1[CH:20]=[CH:19][CH:18]=[CH:17][CH:16]=1>>[C:15]1([CH2:14][N:12]2[C:11]3[CH:10]=[CH:9][CH:8]=[CH:7][C:6]=3[C:5]3[C:13]2=[CH:1][CH:2]=[CH:3][CH:4]=3)[CH:20]=[CH:19][CH:18]=[CH:17][CH:16]=1. Reported procedure: Carbazole (5 g; 0.03 mol) was reacted with benzyl bromide (7.11 ml; 0.06 mol) by working in a manner similar to that described in Example 1a).